Task: describe an organic reaction: reactants, conditions, products, and yield. Dataset: the Open Reaction Database (ORD), a public repository of structured organic reaction records Reactants: [BH4-], CO, Cl, CC(C)(C)C(O[SiH](c1ccccc1)c1ccccc1)c1nccn1CC(=O)c1ccc(F)cc1, [Na+]. Product: CC(C)(C)C(O[SiH](c1ccccc1)c1ccccc1)c1nccn1CC(O)c1ccc(F)cc1. Reaction SMILES: [BH4-:1].[CH3:38][OH:39].[ClH:37].[F:3][c:4]1[cH:5][cH:6][c:7]([C:8](=[O:9])[CH2:10][n:11]2[c:12]([CH:16]([O:17][SiH:18]([c:19]3[cH:20][cH:21][cH:22][cH:23][cH:24]3)[c:25]3[cH:26][cH:27][cH:28][cH:29][cH:30]3)[C:31]([CH3:32])([CH3:33])[CH3:34])[n:13][cH:14][cH:15]2)[cH:35][cH:36]1.[Na+:2]>>[F:3][c:4]1[cH:5][cH:6][c:7]([CH:8]([OH:9])[CH2:10][n:11]2[c:12]([CH:16]([O:17][SiH:18]([c:19]3[cH:20][cH:21][cH:22][cH:23][cH:24]3)[c:25]3[cH:26][cH:27][cH:28][cH:29][cH:30]3)[C:31]([CH3:32])([CH3:33])[CH3:34])[n:13][cH:14][cH:15]2)[cH:35][cH:36]1.